This data is from the Open Reaction Database (ORD), a public repository of structured organic reaction records. The task is: describe an organic reaction: reactants, conditions, products, and yield Starting materials: Cc1cnc(Nc2ccc(N3CCN(C)CC3)cc2)nc1Nc1cccc(S(=O)(=O)NC2CCN(C(=O)OC(C)(C)C)CC2)c1, ClCCl. Product: Cc1cnc(Nc2ccc(N3CCN(C)CC3)cc2)nc1Nc1cccc(S(=O)(=O)NC2CCNCC2)c1. As a reaction SMILES: [C:1]([O:2][C:3](=[O:4])[N:8]1[CH2:9][CH2:10][CH:11]([NH:14][S:15](=[O:16])(=[O:17])[c:18]2[cH:19][c:20]([NH:24][c:25]3[n:26][c:27]([NH:32][c:33]4[cH:34][cH:35][c:36]([N:39]5[CH2:40][CH2:41][N:42]([CH3:45])[CH2:43][CH2:44]5)[cH:37][cH:38]4)[n:28][cH:29][c:30]3[CH3:31])[cH:21][cH:22][cH:23]2)[CH2:12][CH2:13]1)([CH3:5])([CH3:6])[CH3:7].[Cl:46][CH2:47][Cl:48]>>[NH:8]1[CH2:9][CH2:10][CH:11]([NH:14][S:15](=[O:16])(=[O:17])[c:18]2[cH:19][c:20]([NH:24][c:25]3[n:26][c:27]([NH:32][c:33]4[cH:34][cH:35][c:36]([N:39]5[CH2:40][CH2:41][N:42]([CH3:45])[CH2:43][CH2:44]5)[cH:37][cH:38]4)[n:28][cH:29][c:30]3[CH3:31])[cH:21][cH:22][cH:23]2)[CH2:12][CH2:13]1. Starting materials: NC1=NC=NN2C1=C(C=C2C(CN2CCOCC2)=O)Br (1-(4-amino-5-bromopyrrolo[2,1-f][1,2,4]triazin-7-yl)-2-morpholin-4-ylethanone), CN(C)C=O (DMF), C(C1=CC=CC=C1)N1N=C2C=C(C=CC2=C1)B1OC(C(O1)(C)C)(C)C (2-benzyl-6-(4,4,5,5-tetramethyl-1,3,2-dioxaborolan-2-yl)-2H-indazole), C(=O)([O-])[O-].[K+].[K+] (K2CO3). The reagents and catalysts are C=1C=CC(=CC1)[P](C=2C=CC=CC2)(C=3C=CC=CC3)[Pd]([P](C=4C=CC=CC4)(C=5C=CC=CC5)C=6C=CC=CC6)([P](C=7C=CC=CC7)(C=8C=CC=CC8)C=9C=CC=CC9)[P](C=1C=CC=CC1)(C=1C=CC=CC1)C=1C=CC=CC1 (tetrakis(triphenylphosphine)palladium(0)). Solvent: O1CCOCC1 (1,4-dioxane), O (H2O). Reaction conditions: temperature 100 celsius. Product: NC1=NC=NN2C1=C(C=C2C(CN2CCOCC2)=O)C=2C=CC1=CN(N=C1C2)CC2=CC=CC=C2 (1-[4-amino-5-(2-benzyl-2H-indazol-6-yl)pyrrolo[2,1-f][1,2,4]triazin-7-yl]-2-morpholin-4-ylethanone). Yield: 15.8%. As a reaction SMILES: [NH2:1][C:2]1[C:7]2=[C:8](Br)[CH:9]=[C:10]([C:11](=[O:19])[CH2:12][N:13]3[CH2:18][CH2:17][O:16][CH2:15][CH2:14]3)[N:6]2[N:5]=[CH:4][N:3]=1.CN(C=O)C.[CH2:26]([N:33]1[CH:41]=[C:40]2[C:35]([CH:36]=[C:37](B3OC(C)(C)C(C)(C)O3)[CH:38]=[CH:39]2)=[N:34]1)[C:27]1[CH:32]=[CH:31][CH:30]=[CH:29][CH:28]=1.C([O-])([O-])=O.[K+].[K+]>O1CCOCC1.C1C=CC([P]([Pd]([P](C2C=CC=CC=2)(C2C=CC=CC=2)C2C=CC=CC=2)([P](C2C=CC=CC=2)(C2C=CC=CC=2)C2C=CC=CC=2)[P](C2C=CC=CC=2)(C2C=CC=CC=2)C2C=CC=CC=2)(C2C=CC=CC=2)C2C=CC=CC=2)=CC=1.O>[NH2:1][C:2]1[C:7]2=[C:8]([C:37]3[CH:38]=[CH:39][C:40]4[C:35]([CH:36]=3)=[N:34][N:33]([CH2:26][C:27]3[CH:32]=[CH:31][CH:30]=[CH:29][CH:28]=3)[CH:41]=4)[CH:9]=[C:10]([C:11](=[O:19])[CH2:12][N:13]3[CH2:18][CH2:17][O:16][CH2:15][CH2:14]3)[N:6]2[N:5]=[CH:4][N:3]=1 |f:3.4.5,^1:66,68,87,106|. Reported procedure: To a stirred solution of 1-(4-amino-5-bromopyrrolo[2,1-f][1,2,4]triazin-7-yl)-2-morpholin-4-ylethanone (90 mg, 0.27 mmol) and tetrakis(triphenylphosphine)palladium(0) (61 mg, 0.05 mmol), in degassed 1,4-dioxane (1.0 mL) and DMF (2.0 mL) was added 2-benzyl-6-(4,4,5,5-tetramethyl-1,3,2-dioxaborolan-2-yl)-2H-indazole (97 mg, 0.29 mmol), K2CO3 (80 mg, 0.58 mmol), and H2O (0.3 mL). The mixture was degassed and heated (100° C.) for 17 h and then cooled to rt. The mixture was partitioned between ethyl ... Starting materials: ClC1=NC(=CN=C1)OC1=CC=CC2=C(C=CC=C12)NC(C)=O (2-chloro-6-(5-acetamidonaphtyl-oxy)-pyrazine), NC1=CC=C2COC(C2=C1)=O (6-amino-1,3-dihydroisobenzofuran-1-one). Yields the product O=C1OCC2=CC=C(C=C12)NC1=CN=CC(=N1)OC1=C2C=CC=C(C2=CC=C1)NC(C)=O (N-(5-(6-(3-Oxo-1,3-dihydroisobenzofuran-5-ylamino)pyrazin-2-yloxy)naphthalen-1-yl)acetamide). Yield: 4.0%. As a reaction SMILES: Cl[C:2]1[CH:7]=[N:6][CH:5]=[C:4]([O:8][C:9]2[C:18]3[C:13](=[C:14]([NH:19][C:20](=[O:22])[CH3:21])[CH:15]=[CH:16][CH:17]=3)[CH:12]=[CH:11][CH:10]=2)[N:3]=1.[NH2:23][C:24]1[CH:32]=[C:31]2[C:27]([CH2:28][O:29][C:30]2=[O:33])=[CH:26][CH:25]=1>>[O:33]=[C:30]1[C:31]2[C:27](=[CH:26][CH:25]=[C:24]([NH:23][C:2]3[N:3]=[C:4]([O:8][C:9]4[CH:10]=[CH:11][CH:12]=[C:13]5[C:18]=4[CH:17]=[CH:16][CH:15]=[C:14]5[NH:19][C:20](=[O:22])[CH3:21])[CH:5]=[N:6][CH:7]=3)[CH:32]=2)[CH2:28][O:29]1. Procedure details: Method JJ. This method is identical to Method II, but uses microwave heating. Using Method JJ (heating time: 30 minutes) with 2-chloro-6-(5-acetamidonaphtyl-oxy)-pyrazine (150 mg, 0.48 mmol) and 6-amino-1,3-dihydroisobenzofuran-1-one (89 mg, 0.60 mmol), the title compound was obtained (8 mg). Yield: 4%. 1H NMR (250 MHz, DMSO-d6) δ 2.21 (s, 3H), 5.24 (s, 2H), 7.17 (d, 1H, J=8.5 Hz), 7.45-7.51 (m, 3H), 7.63 (d, 1H, J=8.2 Hz), 7.68-7.75 (m, 3H), 7.92 (s, 1H), 7.98 (s, 1H), 8.05 (d, 1H, J=8.7 Hz), 9...